The task is: describe an organic reaction: reactants, conditions, products, and yield. This data is from the Open Reaction Database (ORD), a public repository of structured organic reaction records. Reactants: OC1=C(C=CC(=C1CCC)O)C(C)=O (1-(2,4-dihydroxy-3-propylphenyl) ethanone), BrCCCCCCCCCCC(=O)OC (methyl 11-bromoundecanoate), C([O-])([O-])=O.[K+].[K+] (potassium carbonate). Run in CN(C=O)C (dimethyl formamide). Yields the product COC(CCCCCCCCCCOC1=C(C(=C(C=C1)C(C)=O)O)CCC)=O (11-(4-Acetyl-3-hydroxy-2-propylphenoxy) undecanoic acid methyl ester). Yield: 73.2%. RXN SMILES: [OH:1][C:2]1[C:7]([CH2:8][CH2:9][CH3:10])=[C:6]([OH:11])[CH:5]=[CH:4][C:3]=1[C:12](=[O:14])[CH3:13].Br[CH2:16][CH2:17][CH2:18][CH2:19][CH2:20][CH2:21][CH2:22][CH2:23][CH2:24][CH2:25][C:26]([O:28][CH3:29])=[O:27].C(=O)([O-])[O-].[K+].[K+]>CN(C)C=O>[CH3:29][O:28][C:26](=[O:27])[CH2:25][CH2:24][CH2:23][CH2:22][CH2:21][CH2:20][CH2:19][CH2:18][CH2:17][CH2:16][O:11][C:6]1[CH:5]=[CH:4][C:3]([C:12](=[O:14])[CH3:13])=[C:2]([OH:1])[C:7]=1[CH2:8][CH2:9][CH3:10] |f:2.3.4|. Procedure: A mixture of 1.00 g of 1-(2,4-dihydroxy-3-propylphenyl) ethanone, 1.44 g of methyl 11-bromoundecanoate and 1.00 g of anhydrous potassium carbonate in 20 ml of anhydrous dimethyl formamide was stirred and heated at 75° for 2 hours. The usual workup followed by chromatography on 30 g of silica gel and elution with 10% ethyl acetate-toluene gave 1.48 g (76% yield) of 11-(4-Acetyl-3-hydroxy-2-propylphenoxy) undecanoic acid methyl ester, the titled compound, as an oil. Starting materials: O=C([O-])[O-], COCCOC, CCCN(CCC)c1c([N+](=O)[O-])cc(S(=O)(=O)NC)cc1[N+](=O)[O-], CCCOC(=O)Cl, [K+], [K+]. The product is CCCOC(=O)N(C)S(=O)(=O)c1cc([N+](=O)[O-])c(N(CCC)CCC)c([N+](=O)[O-])c1. As a reaction SMILES: [C:32](=[O:33])([O-:34])[O-:35].[CH2:38]([CH2:39][O:40][CH3:41])[O:42][CH3:43].[CH3:1][NH:2][S:3](=[O:4])([c:5]1[cH:6][c:7]([N+:21](=[O:22])[O-:23])[c:8]([N:14]([CH2:15][CH2:16][CH3:17])[CH2:18][CH2:19][CH3:20])[c:9]([N+:11](=[O:12])[O-:13])[cH:10]1)=[O:24].[Cl:25][C:26](=[O:27])[O:28][CH2:29][CH2:30][CH3:31].[K+:36].[K+:37]>>[CH3:1][N:2]([S:3](=[O:4])([c:5]1[cH:6][c:7]([N+:21](=[O:22])[O-:23])[c:8]([N:14]([CH2:15][CH2:16][CH3:17])[CH2:18][CH2:19][CH3:20])[c:9]([N+:11](=[O:12])[O-:13])[cH:10]1)=[O:24])[C:26](=[O:27])[O:28][CH2:29][CH2:30][CH3:31]. Reactants: CCOCCBr, Oc1ccc(Br)cc1F, O=C([O-])[O-], [K+], [K+], CN(C)C=O, O. Product: CCOCCOc1ccc(Br)cc1F. RXN SMILES: [Br:16][CH2:17][CH2:18][O:19][CH2:20][CH3:21].[Br:1][c:2]1[cH:3][c:4]([F:9])[c:5]([OH:8])[cH:6][cH:7]1.[C:10](=[O:11])([O-:12])[O-:13].[K+:14].[K+:15].[O:23]=[CH:24][N:25]([CH3:26])[CH3:27].[OH2:22]>>[Br:1][c:2]1[cH:3][c:4]([F:9])[c:5]([O:8][CH2:17][CH2:18][O:19][CH2:20][CH3:21])[cH:6][cH:7]1. The reactants are C(C)(C)N1CCN(CC1)C(=O)C1=CC=C(C=O)C=C1 (4-(4-Isopropyl-piperazine-1-carbonyl)-benzaldehyde), Cl.CNC (dimethylamine hydrochloride). Product: Cl.Cl.CN(C)CC1=CC=C(C=C1)C(=O)N1CCN(CC1)C(C)C ((4-Dimethylaminomethyl-phenyl)-(4-isopropyl-piperazin-1-yl)-methanone dihydrochloride). Reaction SMILES: [CH:1]([N:4]1[CH2:9][CH2:8][N:7]([C:10]([C:12]2[CH:19]=[CH:18][C:15]([CH:16]=O)=[CH:14][CH:13]=2)=[O:11])[CH2:6][CH2:5]1)([CH3:3])[CH3:2].[ClH:20].[CH3:21][NH:22][CH3:23]>>[ClH:20].[ClH:20].[CH3:21][N:22]([CH2:16][C:15]1[CH:18]=[CH:19][C:12]([C:10]([N:7]2[CH2:8][CH2:9][N:4]([CH:1]([CH3:3])[CH3:2])[CH2:5][CH2:6]2)=[O:11])=[CH:13][CH:14]=1)[CH3:23] |f:1.2,3.4.5|. Procedure details: Prepared from the product of Example 15 and dimethylamine hydrochloride. RXN SMILES: [Br-:19].[C:1]([CH2:2][CH2:3][CH2:4][CH2:5][CH2:6][CH2:7][CH3:8])(=[O:9])[O:10][CH2:11][Cl:12].[K+:20].[cH:13]1[cH:14][cH:15][n:16][cH:17][cH:18]1>>[C:1]([CH2:2][CH2:3][CH2:4][CH2:5][CH2:6][CH2:7][CH3:8])(=[O:9])[O:10][CH2:11][n+:16]1[cH:15][cH:14][cH:13][cH:18][cH:17]1.[Cl-:12]. Reactants: [Br-], CCCCCCCC(=O)OCCl, [K+], c1ccncc1. Product: CCCCCCCC(=O)OC[n+]1ccccc1, [Cl-]. The reactants are O=C1OC2(CCN(Cc3ccccc3)CC2)c2cccnc21, CC(C)C[Al+]CC(C)C, CC(=O)OC(C)=O, ClCCl, [H-], c1ccncc1. Yields the product CC(=O)OC1OC2(CCN(Cc3ccccc3)CC2)c2cccnc21. As a reaction SMILES: [CH2:1]([c:2]1[cH:3][cH:4][cH:5][cH:6][cH:7]1)[N:8]1[CH2:9][CH2:10][C:11]2([O:12][C:13](=[O:20])[c:14]3[n:15][cH:16][cH:17][cH:18][c:19]32)[CH2:21][CH2:22]1.[CH2:24]([Al+:25][CH2:26][CH:27]([CH3:28])[CH3:29])[CH:30]([CH3:31])[CH3:32].[CH3:39][C:40](=[O:41])[O:42][C:43](=[O:44])[CH3:45].[Cl:46][CH2:47][Cl:48].[H-:23].[cH:33]1[cH:34][cH:35][n:36][cH:37][cH:38]1>>[CH2:1]([c:2]1[cH:3][cH:4][cH:5][cH:6][cH:7]1)[N:8]1[CH2:9][CH2:10][C:11]2([O:12][CH:13]([O:20][C:40]([CH3:39])=[O:41])[c:14]3[n:15][cH:16][cH:17][cH:18][c:19]32)[CH2:21][CH2:22]1. Reactants: O=C1c2ccccc2OC12CCCCCC2, CCO, CCCCCC, Cl, Cl, NO, c1ccncc1. The product is ON=C1c2ccccc2OC12CCCCCC2. Reaction SMILES: [CH2:1]1[CH2:2][CH2:3][CH2:4][CH2:5][CH2:6][C:7]12[O:8][c:9]1[c:10]([cH:13][cH:14][cH:15][cH:16]1)[C:11]2=[O:12].[CH3:17][CH2:18][OH:19].[CH3:24][CH2:25][CH2:26][CH2:27][CH2:28][CH3:29].[ClH:20].[ClH:23].[NH2:21][OH:22].[cH:30]1[cH:31][cH:32][n:33][cH:34][cH:35]1>>[CH2:1]1[CH2:2][CH2:3][CH2:4][CH2:5][CH2:6][C:7]12[O:8][c:9]1[c:10]([cH:13][cH:14][cH:15][cH:16]1)[C:11]2=[N:21][OH:22]. Reactants: OC1(N(CCC1)C(=O)OC(C)(C)C)C1=C(C=CC=C1)C(F)(F)F (tert-butyl 2-hydroxy-2-(2-(trifluoromethyl)phenyl)pyrrolidine-1-carboxylate), C(=O)(C(F)(F)F)O (TFA), crude mixture, [BH3-]C#N.[Na+] (NaCNBH3). Solvent: C(Cl)Cl (DCM), CCO.CC(=O)O (EtOH AcOH). Product: FC(C1=C(C=CC=C1)C1NCCC1)(F)F (2-(2-(trifluoromethyl)phenyl)pyrrolidine). Reaction SMILES: O[C:2]1([C:14]2[CH:19]=[CH:18][CH:17]=[CH:16][C:15]=2[C:20]([F:23])([F:22])[F:21])[CH2:6][CH2:5][CH2:4][N:3]1C(OC(C)(C)C)=O.C(O)(C(F)(F)F)=O.[BH3-]C#N.[Na+]>C(Cl)Cl.CCO.CC(O)=O>[F:23][C:20]([F:21])([F:22])[C:15]1[CH:16]=[CH:17][CH:18]=[CH:19][C:14]=1[CH:2]1[CH2:6][CH2:5][CH2:4][NH:3]1 |f:2.3,5.6|. Reported procedure: To a solution of tert-butyl 2-hydroxy-2-(2-(trifluoromethyl)phenyl)pyrrolidine-1-carboxylate (I-27) (0.44 g, 1.6 mmol) in DCM (20 mL) was added TFA (10 mL). The reaction was stirred at room temperature until complete by LCMS then reduced to dryness. The crude mixture was dissolved in EtOH:AcOH (10:1, 8 mL) and was added NaCNBH3 (0.17 g, 2.7 mmol). The reaction was stirred for 1 hour then partitioned with EtOAc and saturated aqueous NaHCO3. The organic layer was separated, dried over MgSO4, filte...